From a dataset of the Open Reaction Database (ORD), a public repository of structured organic reaction records. describe an organic reaction: reactants, conditions, products, and yield The reactants are COC(=CC1C(C1C(=O)[O-])(C)C)C#N (3-(2-methoxy-2-cyanoethenyl)-2,2-dimethyl-cyclopropane carboxylate), C1(=CC=C(C=C1)S(=O)(=O)O)C (p-toluene sulfonic acid). Run in C1(=CC=CC=C1)C (toluene). The product is COC(=CC1C(C1C(=O)O)(C)C)C#N (3-(2-methoxy-2-cyanoethenyl)-2,2-dimethyl-cyclopropane carboxylic acid). RXN SMILES: [CH3:1][O:2][C:3]([C:13]#[N:14])=[CH:4][CH:5]1[CH:7]([C:8]([O-:10])=[O:9])[C:6]1([CH3:12])[CH3:11].C1(C)C=CC(S(O)(=O)=O)=CC=1>C1(C)C=CC=CC=1>[CH3:1][O:2][C:3]([C:13]#[N:14])=[CH:4][CH:5]1[CH:7]([C:8]([OH:10])=[O:9])[C:6]1([CH3:11])[CH3:12]. Reported procedure: 5 g of tert-butyl (1R,trans,ΔE) 3-(2-methoxy-2-cyanoethenyl)-2,2-dimethyl-cyclopropane carboxylate were dissolved in 50 ml of toluene and after 0.5 g of p-toluene sulfonic acid were added thereto, the reaction mixture was refluxed for 45 minutes, then cooled. The mixture was evaporated to dryness under reduced pressure and water and ether were added to the residue. After stirring, the decanted organic phase was evaporated to dryness under reduced pressure to obtain 3.8 g of (1R,trans,ΔE) 3-(2-me... Reactants: ClC1=CC2=C(N(C(=N2)CCl)CCCC(F)(F)F)C(=C1)F (5-chloro-2-(chloromethyl)-7-fluoro-1-(4,4,4-trifluorobutyl)-1H-benzo[d]imidazole), ClC1=CC2=C(N(C(=N2)CCl)CCC(F)(F)F)C(=C1)F.CS(=O)(=O)C1=NNC2=CN=CC=C21 (3-(methylsulfonyl)-1H-pyrazolo[3,4-c]pyridine 5-chloro-2-(chloromethyl)-7-fluoro-1-(3,3,3-trifluoropropyl)-1H-benzo[d]imidazole), CS(=O)(=O)C1=NNC2=CN=CC=C21 (3-(methylsulfonyl)-1H-pyrazolo[3,4-c]pyridine). Yields the product ClC1=CC2=C(N(C(=N2)CN2N=C(C=3C2=CN=CC3)S(=O)(=O)C)CCCC(F)(F)F)C(=C1)F (1-{[5-Chloro-7-fluoro-1-(4,4,4-trifluorobutyl)-1H-benzimidazol-2-yl]methyl}-3-(methylsulfonyl)-1H-pyrazolo[3,4-c]pyridine). RXN SMILES: [Cl:1][C:2]1[CH:19]=[C:18]([F:20])[C:5]2[N:6]([CH2:11][CH2:12][CH2:13][C:14]([F:17])([F:16])[F:15])[C:7]([CH2:9]Cl)=[N:8][C:4]=2[CH:3]=1.ClC1C=C(F)C2N(CCC(F)(F)F)C(CCl)=NC=2C=1.[CH3:40][S:41]([C:44]1[C:52]2[C:47](=[CH:48][N:49]=[CH:50][CH:51]=2)[NH:46][N:45]=1)(=[O:43])=[O:42].CS(C1C2C(=CN=CC=2)NN=1)(=O)=O>>[Cl:1][C:2]1[CH:19]=[C:18]([F:20])[C:5]2[N:6]([CH2:11][CH2:12][CH2:13][C:14]([F:17])([F:16])[F:15])[C:7]([CH2:9][N:46]3[C:47]4=[CH:48][N:49]=[CH:50][CH:51]=[C:52]4[C:44]([S:41]([CH3:40])(=[O:42])=[O:43])=[N:45]3)=[N:8][C:4]=2[CH:3]=1 |f:1.2|. Reported procedure: The title compound was prepared in analogy to Example 5-1 by using 5-chloro-2-(chloromethyl)-7-fluoro-1-(4,4,4-trifluorobutyl)-1H-benzo[d]imidazole and 3-(methylsulfonyl)-1H-pyrazolo[3,4-c]pyridine 5-chloro-2-(chloromethyl)-7-fluoro-1-(3,3,3-trifluoropropyl)-1H-benzo[d]imidazole and 3-(methylsulfonyl)-1H-pyrazolo[3,4-c]pyridine. The reactants are CN(C)C=C1C(C(C=CC1)=CN(C)C)Br (2,6-bis(dimethylaminomethylene)phenyl bromide), C(CCC)[Li] (n-butyllithium), [Cl-].C[In+]C (dimethylindium chloride). Solvent: CCCCCC (hexane), CCCCCC (hexane). Product: CN(C)C=C1C(C(C=CC1)=CN(C)C)[In](C)C ([2,6-bis(di-methylaminomethylene)phenyl] dimethylindium). As a reaction SMILES: [CH3:1][N:2]([CH:4]=[C:5]1[CH2:10][CH:9]=[CH:8][C:7](=[CH:11][N:12]([CH3:14])[CH3:13])[CH:6]1Br)[CH3:3].C([Li])CCC.[Cl-].[CH3:22][In+:23][CH3:24]>CCCCCC>[CH3:1][N:2]([CH:4]=[C:5]1[CH2:10][CH:9]=[CH:8][C:7](=[CH:11][N:12]([CH3:14])[CH3:13])[CH:6]1[In:23]([CH3:24])[CH3:22])[CH3:3] |f:2.3|. Reported procedure: 2.71 g (10.0 mmol) of 2,6-bis(dimethylaminomethylene)phenyl bromide in 40 ml of hexane, 6.3 ml of n-butyllithium (10.0 mmol; 1.6 mol/l in hexane) and 1.8 g (10.0 mmol) of dimethylindium chloride in 20 ml of hexane are reacted analogously to Example 1 to give [2,6-bis(di-methylaminomethylene)phenyl] dimethylindium, which is obtained in the form of colorless crystals, m.p. 53° C., by cooling a concentrated hexane solution to -30° C. Run in O1CCCC1 (tetrahydrofuran), O1CCCC1 (tetrahydrofuran), O1CCCC1 (tetrahydrofuran), O1CCCC1 (tetrahydrofuran), O1CCCC1 (tetrahydrofuran). Procedure: A mixture of zinc dust (650 mg, 10 mmol, Aldrich, −325 mesh) and dry tetrahydrofuran (1 mL) under argon was treated with 1,2-dibromoethane (187 mg, 1.5 mmol). The zinc suspension was then heated with a heat gun to ebullition, allowed to cool, and heated again. This process was repeated three times to make sure the zinc dust was activated. The activated zinc dust suspension was then treated with trimethylsilyl chloride (110 mg, 1 mmol), and the suspension was stirred for 15 min at 25° C. The reac... As a reaction SMILES: BrCCBr.C[Si](Cl)(C)C.[CH3:10][O:11][C:12](=[O:22])/[C:13](/I)=[CH:14]\[CH:15]1[CH2:20][CH2:19][CH2:18][CH2:17][CH2:16]1.C1(P(C2C=CC=CC=2)C2C=CC=CC=2)C=CC=CC=1.[CH3:42][S:43]([C:46]1[CH:51]=[CH:50][C:49](Br)=[CH:48][C:47]=1[N+:53]([O-:55])=[O:54])(=[O:45])=[O:44].[Cl-].[NH4+]>O1CCCC1.[Zn].C1C=CC(/C=C/C(/C=C/C2C=CC=CC=2)=O)=CC=1.C1C=CC(/C=C/C(/C=C/C2C=CC=CC=2)=O)=CC=1.[Pd]>[CH3:10][O:11][C:12](=[O:22])/[C:13](/[C:49]1[CH:50]=[CH:51][C:46]([S:43]([CH3:42])(=[O:45])=[O:44])=[C:47]([N+:53]([O-:55])=[O:54])[CH:48]=1)=[CH:14]/[CH:15]1[CH2:20][CH2:19][CH2:18][CH2:17][CH2:16]1 |f:5.6,9.10.11|. The reagents and catalysts are C=1C=CC(=CC1)/C=C/C(=O)/C=C/C2=CC=CC=C2.C=1C=CC(=CC1)/C=C/C(=O)/C=C/C2=CC=CC=C2.[Pd] (bis(dibenzylideneacetone)palladium(0)), [Zn] (zinc), [Zn] (zinc), [Zn] (zinc), [Zn] (zinc), [Zn] (zinc), [Zn] (zinc). Conditions: temperature 25 celsius, time 15 minute. Yields the product hexanes ethyl acetate, COC(\C(=C\C1CCCCC1)\C1=CC(=C(C=C1)S(=O)(=O)C)[N+](=O)[O-])=O ((E)-3-cyclohexyl-2-(4-(methanesulfonyl)-3-nitro-phenyl)-acrylic acid methyl ester). The reactants are COC(/C(=C\C1CCCCC1)/I)=O ((E)-3-cyclohexyl-2-iodo-acrylic acid methyl ester), C1(=CC=CC=C1)P(C1=CC=CC=C1)C1=CC=CC=C1 (triphenylphosphine), C[Si](C)(C)Cl (trimethylsilyl chloride), [Cl-].[NH4+] (ammonium chloride), BrCCBr (1,2-dibromoethane), CS(=O)(=O)C1=C(C=C(C=C1)Br)[N+](=O)[O-] (4-bromo-2-nitrophenyl methyl sulfone). Yield: 81.2%. The reactants are C1CCOC1, [Li]CCCC, CC(C)OB1OC(C)(C)C(C)(C)O1, CCCCCCCCc1ccc(I)cc1. Yields the product CCCCCCCCc1ccc(B2OC(C)(C)C(C)(C)O2)cc1. RXN SMILES: [CH2:34]1[O:35][CH2:36][CH2:37][CH2:38]1.[CH3:1][CH2:2][CH2:3][CH2:4][Li:5].[CH:21]([O:22][B:25]1[O:26][C:27]([CH3:32])([CH3:33])[C:28]([CH3:30])([CH3:31])[O:29]1)([CH3:23])[CH3:24].[I:6][c:7]1[cH:8][cH:9][c:10]([CH2:13][CH2:14][CH2:15][CH2:16][CH2:17][CH2:18][CH2:19][CH3:20])[cH:11][cH:12]1>>[c:7]1([B:25]2[O:26][C:27]([CH3:32])([CH3:33])[C:28]([CH3:30])([CH3:31])[O:29]2)[cH:8][cH:9][c:10]([CH2:13][CH2:14][CH2:15][CH2:16][CH2:17][CH2:18][CH2:19][CH3:20])[cH:11][cH:12]1. Reactants: COC(C(CC1CCCC1)C1=CC=C(C=C1)I)=O (3-cyclopentyl-2-(4-iodo-phenyl)-propionic acid methyl ester), C(#C)C1=NC=CC=C1 (2-ethynylpyridine), [I-] (iodide). The reagents and catalysts are C(C)N(CC)CC (triethylamine), C1=CC=C(C=C1)P(C2=CC=CC=C2)C3=CC=CC=C3.C1=CC=C(C=C1)P(C2=CC=CC=C2)C3=CC=CC=C3.Cl[Pd]Cl (bis(triphenylphosphine)palladium (II) chloride). Solvent: CN(C=O)C (N,N-dimethylformamide). Conditions: temperature 70 celsius. Product: hexanes ethyl acetate, COC(C(CC1CCCC1)C1=CC=C(C=C1)C#CC1=NC=CC=C1)=O (3-cyclopentyl-2-(4-pyridin-2-ylethynyl-phenyl)-propionic acid methyl ester). Yield: 96.7%. As a reaction SMILES: [CH3:1][O:2][C:3](=[O:18])[CH:4]([C:11]1[CH:16]=[CH:15][C:14](I)=[CH:13][CH:12]=1)[CH2:5][CH:6]1[CH2:10][CH2:9][CH2:8][CH2:7]1.[C:19]([C:21]1[CH:26]=[CH:25][CH:24]=[CH:23][N:22]=1)#[CH:20].[I-]>CN(C)C=O.C1C=CC(P(C2C=CC=CC=2)C2C=CC=CC=2)=CC=1.C1C=CC(P(C2C=CC=CC=2)C2C=CC=CC=2)=CC=1.Cl[Pd]Cl.C(N(CC)CC)C>[CH3:1][O:2][C:3](=[O:18])[CH:4]([C:11]1[CH:16]=[CH:15][C:14]([C:20]#[C:19][C:21]2[CH:26]=[CH:25][CH:24]=[CH:23][N:22]=2)=[CH:13][CH:12]=1)[CH2:5][CH:6]1[CH2:10][CH2:9][CH2:8][CH2:7]1 |f:4.5.6|. Reported procedure: A solution of 3-cyclopentyl-2-(4-iodo-phenyl)-propionic acid methyl ester (1.0 g, 2.79 mmol) and triethylamine (4 mL, 0.02 mmol) in N,N-dimethylformamide (4 mL) was treated with 2-ethynylpyridine (345 mg, 3.34 mmol). The resulting reaction mixture was degassed with argon for 10 min and then treated with cooper iodide (168 mg, 0.88 mmol) and bis(triphenylphosphine)palladium (II) chloride (305 mg, 0.44 mmol). The reaction was then heated at 70° C. for 1.5 h. At this time, the reaction was cooled t...